From a dataset of the Open Reaction Database (ORD), a public repository of structured organic reaction records. describe an organic reaction: reactants, conditions, products, and yield The reactants are FC(C(=O)N/1N=C(C=C\C1=N/N)C=1C=NN(C1)C)(F)C=1C=C2C=CC=NC2=CC1 (6-{1,1-difluoro-2-[(6E)-6-hydrazono-3-(1-methyl-1H-pyrazol-4-yl)pyridazin-1(6H)-yl]-2-oxoethyl}quinoline), C1(=CC=CC=C1)C (toluene), COCC(C)O (1-methoxy-2-propanol), C([O-])([O-])=O.[Na+].[Na+] (sodium carbonate). Solvent: O (water), O (Water). Reaction conditions: temperature 105 celsius, time 1 hour. The product is FC(C=1C=C2C=CC=NC2=CC1)(C1=NN=C2N1N=C(C=C2)C=2C=NN(C2)C)F (6-{difluoro[6-(1-methyl-1H-pyrazol-4-yl)[1,2,4]-triazolo[4,3-b]pyridazin-3-yl]methyl}quinoline). Reaction SMILES: [F:1][C:2]([C:20]1[CH:21]=[C:22]2[C:27](=[CH:28][CH:29]=1)[N:26]=[CH:25][CH:24]=[CH:23]2)([F:19])[C:3]([N:5]1[N:6]=[C:7]([C:13]2[CH:14]=[N:15][N:16]([CH3:18])[CH:17]=2)[CH:8]=[CH:9]/[C:10]/1=[N:11]\[NH2:12])=O.COCC(O)C.C(=O)([O-])[O-].[Na+].[Na+].C1(C)C=CC=CC=1>O>[F:1][C:2]([F:19])([C:3]1[N:5]2[N:6]=[C:7]([C:13]3[CH:14]=[N:15][N:16]([CH3:18])[CH:17]=3)[CH:8]=[CH:9][C:10]2=[N:11][N:12]=1)[C:20]1[CH:21]=[C:22]2[C:27](=[CH:28][CH:29]=1)[N:26]=[CH:25][CH:24]=[CH:23]2 |f:2.3.4|. Procedure: The crude 6-{1,1-difluoro-2-[(6E)-6-hydrazono-3-(1-methyl-1H-pyrazol-4-yl)pyridazin-1(6H)-yl]-2-oxoethyl}quinoline from step 3 above (3.67 mmol) was brought in a reaction balloon under argon. 36 mL of 1-methoxy-2-propanol was added and the mixture was stirred at 105° C. for 1 h. Then the reaction mixture was brought to gentle reflux for one additional hour (108° C.). The reaction mixture was allowed to cool to room temperature and poured out in a solution of 10 g of sodium carbonate in 100 mL of...